Dataset: the Open Reaction Database (ORD), a public repository of structured organic reaction records. Task: describe an organic reaction: reactants, conditions, products, and yield Starting materials: ClC1=C(CCl)C=CC=C1 (2-chlorobenzyl chloride), NC1=NC=CC=C1O (2-amino-3-hydroxypyridine), O (water). Reagents/catalysts: CCCCCCCC[N+](C)(CCCCCCCC)CCCCCCCC.[Cl-] (Adogen 464). Solvent: [OH-].[Na+] (sodium hydroxide), ClCCl (dichloromethane). Conditions: time 16 hour. The product is NC1=NC=CC=C1OCC1=C(C=CC=C1)Cl (2-Amino-3-(2-chlorobenzyloxy)pyridine). The yield is 50.7%. As a reaction SMILES: [Cl:1][C:2]1[CH:9]=[CH:8][CH:7]=[CH:6][C:3]=1[CH2:4]Cl.[NH2:10][C:11]1[C:16]([OH:17])=[CH:15][CH:14]=[CH:13][N:12]=1.O>[OH-].[Na+].ClCCl.CCCCCCCC[N+](CCCCCCCC)(CCCCCCCC)C.[Cl-]>[NH2:10][C:11]1[C:16]([O:17][CH2:4][C:3]2[CH:6]=[CH:7][CH:8]=[CH:9][C:2]=2[Cl:1])=[CH:15][CH:14]=[CH:13][N:12]=1 |f:3.4,6.7|. Procedure: A mixture of 2-chlorobenzyl chloride (47.6 g, 0.296 mol) and 2-amino-3-hydroxypyridine (29.6 g, 0.269 mol) in 40% aqueous sodium hydroxide solution (200 ml) and dichloromethane (200 ml) was treated with Adogen 464 (5 ml) and stirred vigorously at room temperature for 16 hours. A further 200 ml of water was added and the product extracted into dichloromethane, dried, the solvent evaporated and the residue triturated with petroleum ether to obtain the product (32 g, 46%), m.p. 95°-100° C.